This data is from the Open Reaction Database (ORD), a public repository of structured organic reaction records. The task is: describe an organic reaction: reactants, conditions, products, and yield The reactants are COCC(=O)NC1=C2C(N(C(C2=CC=C1)=O)C1C(NC(C(C1)OC(C)=O)=O)=O)=O (3-[4-methoxyacetylamino-1,3-dioxoisoindolin-2-yl]-2,6-dioxo-5-acetoxypiperidine), C1(=CC=C(C=C1)S(=O)(=O)O)C (p-toluenesulfonic acid). Solvent: CO (methanol). The product is COCC(=O)NC1=C2C(N(C(C2=CC=C1)=O)C1C(NC(C(C1)O)=O)=O)=O (3-[4-methoxyacetylamino-1,3-dioxoisoindolin-2-yl]-2,6-dioxo-5-hydroxypiperidine). As a reaction SMILES: [CH3:1][O:2][CH2:3][C:4]([NH:6][C:7]1[CH:15]=[CH:14][CH:13]=[C:12]2[C:8]=1[C:9](=[O:29])[N:10]([CH:17]1[CH2:22][CH:21]([O:23]C(=O)C)[C:20](=[O:27])[NH:19][C:18]1=[O:28])[C:11]2=[O:16])=[O:5].C1(C)C=CC(S(O)(=O)=O)=CC=1>CO>[CH3:1][O:2][CH2:3][C:4]([NH:6][C:7]1[CH:15]=[CH:14][CH:13]=[C:12]2[C:8]=1[C:9](=[O:29])[N:10]([CH:17]1[CH2:22][CH:21]([OH:23])[C:20](=[O:27])[NH:19][C:18]1=[O:28])[C:11]2=[O:16])=[O:5]. Procedure details: A solution of 3-[4-methoxyacetylamino-1,3-dioxoisoindolin-2-yl]-2,6-dioxo-5-acetoxypiperidine (1.26 g, 3.5 mmol) and p-toluenesulfonic acid (0.33 g, 1.8 mmol) in methanol (20 mL) is heated at reflux for 5 hours. The solvent is removed in vacuo to give 3-[4-methoxyacetylamino-1,3-dioxoisoindolin-2-yl]-2,6-dioxo-5-hydroxypiperidine which is further purified by column chromatography. Reactants: CCOC(=O)Cc1cccc(Oc2ccc(C(F)(F)F)cc2CN)c1, O=C(Cl)c1ccc(Cl)cc1, ClCCl, c1ccncc1. Yields the product CCOC(=O)Cc1cccc(Oc2ccc(C(F)(F)F)cc2CNC(=O)c2ccc(Cl)cc2)c1. RXN SMILES: [CH2:1]([CH3:2])[O:3][C:4]([CH2:5][c:6]1[cH:7][c:8]([O:12][c:13]2[c:14]([CH2:23][NH2:24])[cH:15][c:16]([C:19]([F:20])([F:21])[F:22])[cH:17][cH:18]2)[cH:9][cH:10][cH:11]1)=[O:25].[Cl:32][C:33](=[O:34])[c:35]1[cH:36][cH:37][c:38]([Cl:39])[cH:40][cH:41]1.[Cl:42][CH2:43][Cl:44].[cH:26]1[cH:27][cH:28][n:29][cH:30][cH:31]1>>[CH2:1]([CH3:2])[O:3][C:4]([CH2:5][c:6]1[cH:7][c:8]([O:12][c:13]2[c:14]([CH2:23][NH:24][C:33](=[O:34])[c:35]3[cH:36][cH:37][c:38]([Cl:39])[cH:40][cH:41]3)[cH:15][c:16]([C:19]([F:20])([F:21])[F:22])[cH:17][cH:18]2)[cH:9][cH:10][cH:11]1)=[O:25]. Starting materials: Nc1cccc(-c2c(Cc3ccccc3)cnc3c(C(F)(F)F)cccc23)c1, COc1ccccc1C=O. The product is COc1ccccc1CNc1cccc(-c2c(Cc3ccccc3)cnc3c(C(F)(F)F)cccc23)c1. RXN SMILES: [CH2:1]([c:2]1[cH:3][cH:4][cH:5][cH:6][cH:7]1)[c:8]1[cH:9][n:10][c:11]2[c:12]([C:25]([F:26])([F:27])[F:28])[cH:13][cH:14][cH:15][c:16]2[c:17]1-[c:18]1[cH:19][c:20]([NH2:24])[cH:21][cH:22][cH:23]1.[CH3:29][O:30][c:31]1[c:32]([CH:33]=[O:34])[cH:35][cH:36][cH:37][cH:38]1>>[CH2:1]([c:2]1[cH:3][cH:4][cH:5][cH:6][cH:7]1)[c:8]1[cH:9][n:10][c:11]2[c:12]([C:25]([F:26])([F:27])[F:28])[cH:13][cH:14][cH:15][c:16]2[c:17]1-[c:18]1[cH:19][c:20]([NH:24][CH2:33][c:32]2[c:31]([O:30][CH3:29])[cH:38][cH:37][cH:36][cH:35]2)[cH:21][cH:22][cH:23]1. Reactants: C(C)(C)(C)OC(=O)N1CCCC2=CC(=CN=C12)C=1C=NC=C(C1)OCC1=CC=CC=C1 (6-(5-benzyloxy-pyridin-3-yl)-3,4-dihydro-2H-[1,8]naphthyridine-1-carboxylic acid tert-butyl ester). Run in C(=O)(C(F)(F)F)O (TFA), C(Cl)Cl (DCM). The product is C(C1=CC=CC=C1)OC=1C=C(C=NC1)C=1C=C2CCCNC2=NC1 (6-(5-benzyloxy-pyridin-3-yl)-1,2,3,4-tetrahydro-[1,8]naphthyridine). The yield is 87.9%. Reaction SMILES: C(OC([N:8]1[C:17]2[C:12](=[CH:13][C:14]([C:18]3[CH:19]=[N:20][CH:21]=[C:22]([O:24][CH2:25][C:26]4[CH:31]=[CH:30][CH:29]=[CH:28][CH:27]=4)[CH:23]=3)=[CH:15][N:16]=2)[CH2:11][CH2:10][CH2:9]1)=O)(C)(C)C>C(O)(C(F)(F)F)=O.C(Cl)Cl>[CH2:25]([O:24][C:22]1[CH:23]=[C:18]([C:14]2[CH:13]=[C:12]3[C:17](=[N:16][CH:15]=2)[NH:8][CH2:9][CH2:10][CH2:11]3)[CH:19]=[N:20][CH:21]=1)[C:26]1[CH:27]=[CH:28][CH:29]=[CH:30][CH:31]=1. Procedure details: A solution of 6-(5-benzyloxy-pyridin-3-yl)-3,4-dihydro-2H-[1,8]naphthyridine-1-carboxylic acid tert-butyl ester (790 mg, 1.9 mmol) in 20% TFA in DCM (21 mL) is stirred at room temperature for 16 h. The solvent is removed under vacuum to afford 6-(5-benzyloxy-pyridin-3-yl)-1,2,3,4-tetrahydro-[1,8]naphthyridine (530 mg). The reactants are C(C=1C(O)=CC=CC1)(=O)NN (salicylic acid hydrazide), S(=O)(Cl)Cl (thionyl chloride), C(C1=CC=CC=C1)(=O)O (benzoic acid), N1=CC=CC=C1 (pyridine). Run in ClC1=CC=CC=C1 (chlorobenzene). Run at temperature 130 celsius, time 1 hour. Yields the product C(C=1C(O)=CC=CC1)(=O)NNC1=CC=CC=C1 (N-Salicyloyl-N'-phenyl-hydrazine). Yield: 62.0%. As a reaction SMILES: [C:1]([NH:10][NH2:11])(=[O:9])[C:2]1[C:3](=[CH:5][CH:6]=[CH:7][CH:8]=1)[OH:4].C(O)(=O)[C:13]1[CH:18]=[CH:17][CH:16]=[CH:15][CH:14]=1.N1C=CC=CC=1.S(Cl)(Cl)=O>ClC1C=CC=CC=1>[C:1]([NH:10][NH:11][C:13]1[CH:18]=[CH:17][CH:16]=[CH:15][CH:14]=1)(=[O:9])[C:2]1[C:3](=[CH:5][CH:6]=[CH:7][CH:8]=1)[OH:4]. Procedure details: 15.2 g (0.1 mol) of salicylic acid hydrazide and 12.2 g (0.1 mol) of benzoic acid are suspended in 200 ml of chlorobenzene, 3.0 g (0.038 mol) of pyridine are added and the mixture is heated to 130° C. 13.1 g (0.11 mol) of thionyl chloride are added dropwise at this temperature. The product immediately separates as a white precipitate. After stirring for 1 hour at 130° C, the mixture is cooled and filtered and the product is washed with petroleum ether. N-Salicyloyl-N'-phenyl-hydrazine of melting... Reaction SMILES: [OH:1][C:2]1[CH:10]=[CH:9][CH:8]=[C:7]2[C:3]=1[CH:4]=[CH:5][NH:6]2.[Br:11][C:12]1[CH:13]=[C:14]([CH:22]=[CH:23][CH:24]=[O:25])[CH:15]=[C:16]([O:20][CH3:21])[C:17]=1[O:18][CH3:19].N1CC[O:29][CH2:28]C1>>[Br:11][C:12]1[CH:13]=[C:14]([CH:22]2[C:10]3[C:2](=[C:3]4[CH:4]=[CH:5][NH:6][C:7]4=[CH:8][CH:9]=3)[O:1][CH:24]([OH:25])[CH2:23]2)[CH:15]=[C:16]([O:20][CH3:21])[C:17]=1[O:18][CH3:19].[CH3:28][OH:29]. The product is BrC=1C=C(C=C(C1OC)OC)C1CC(OC2=C3C(=CC=C12)NC=C3)O (4-(3-Bromo-4,5-dimethoxyphenyl)-2-hydroxy-pyrrolo[2,3-h]chroman), CO (methanol). Isolated yield 33.0%. Reported procedure: The title compound was prepared following the procedure described in Example 18 from 4-hydroxy indole (10 mg; 0.075 mmol) and 3-(3-bromo-4,5-dimethoxyphenyl)-propenal (20 mg; 0.074) using morpholine (7 μl) as a base in refluxing methanol (0.6 ml) (yield: 33% ). 1H NMR (acetone-d6): 10.16 (s, 1H), 7.20 (d, J=3.0 Hz) and 7.19 (d, J=2.5 Hz) (1H), 7.02 (broad d, J=2.0 Hz), 6.97 (broad signal) and 6.93 (d, J=1.8 Hz) (2H), 6.89 and 6.88 (d each, J =8.4 Hz; 1H), 6.49 (d, J=8.8 Hz), 6.47-6.48 (m) and 6.... Starting materials: N1CCOCC1 (morpholine), OC1=C2C=CNC2=CC=C1 (4-hydroxy indole), BrC=1C=C(C=C(C1OC)OC)C=CC=O (3-(3-bromo-4,5-dimethoxyphenyl)-propenal). Reactants: C(C)(=O)NC=1C=C(C(C(=O)OC)=CC1[N+](=O)[O-])C(=O)OC (dimethyl 4-acetamido-5-nitrophthalate), CO (methanol), C1(=CC=C(C=C1)S(=O)(=O)O)C (p-toluenesulfonic acid). Reagents/catalysts: [Pt] (platinum on carbon). The solvent is C1(=CC=CC=C1)C (toluene). Conditions: time 2 hour. The product is CC=1C=CC(=CC1)S(=O)(=O)O (p-toluene sulfonate), CC=1NC2=C(N1)C=C(C(=C2)C(=O)OC)C(=O)OC (Dimethyl 2-methyl-5,6-benzimidazoledicarboxylate). As a reaction SMILES: [C:1]([NH:4][C:5]1[CH:6]=[C:7]([C:18]([O:20][CH3:21])=[O:19])[C:8](=[CH:13][C:14]=1[N+:15]([O-])=O)[C:9]([O:11][CH3:12])=[O:10])(=O)[CH3:2].CO.[C:24]1([CH3:34])[CH:29]=[CH:28][C:27]([S:30]([OH:33])(=[O:32])=[O:31])=[CH:26][CH:25]=1>[Pt].C1(C)C=CC=CC=1>[CH3:34][C:24]1[CH:29]=[CH:28][C:27]([S:30]([OH:33])(=[O:32])=[O:31])=[CH:26][CH:25]=1.[CH3:2][C:1]1[NH:15][C:14]2[CH:13]=[C:8]([C:9]([O:11][CH3:12])=[O:10])[C:7]([C:18]([O:20][CH3:21])=[O:19])=[CH:6][C:5]=2[N:4]=1. Procedure: A mixture of dimethyl 4-acetamido-5-nitrophthalate, methanol and 5% platinum on carbon is hydrogenated in a Parr hydrogenator. The reaction mixture is filtered through diatomaceous earth and the filtrate is concentrated in vacuo. The thus-obtained crude diamine intermediate (48.09, 0.180 mol) is mixed with p-toluenesulfonic acid (51.4 g, 0.270 mol) and toluene (400 mL), and stirred for 2 hours at reflux temperatures with azeotropic removal of water, cooled and concentrated in vacuo. The resultan... Reactants: FC(C1=CC=C(C(=O)O)C=C1)(F)F (4-(trifluoromethyl)benzoic acid), NC=1C=CC(=NC1)OC1=CC=C(C=C1)C(C)=O (1-{4-[(5-amino-2-pyridinyl)oxy]phenyl}-1-ethanone). The product is NC=1C=CC(=NC1)OC1=C2CCC(C2=CC=C1)=O (4-[(5-amino-2-pyridinyl)oxy]-1-indanone). Reaction SMILES: FC(F)(F)C1C=C[C:6]([C:7](O)=[O:8])=[CH:5]C=1.[NH2:14][C:15]1[CH:16]=[CH:17][C:18]([O:21][C:22]2[CH:27]=[CH:26][C:25](C(=O)C)=[CH:24][CH:23]=2)=[N:19][CH:20]=1>>[NH2:14][C:15]1[CH:16]=[CH:17][C:18]([O:21][C:22]2[CH:23]=[CH:24][CH:25]=[C:26]3[C:27]=2[CH2:5][CH2:6][C:7]3=[O:8])=[N:19][CH:20]=1. Reported procedure: According to the same manner as that described in Example 1 except for using an equimolar amount of 4-(trifluoromethyl)benzoic acid in place of 3,4-dichlorobenzoic acid and using an equimolar amount of 1-{4-[(5-amino-2-pyridinyl)oxy]phenyl}-1-ethanone obtained in Reference Example 24 in place of 4-[(5-amino-2-pyridinyl)oxy]-1-indanone, the reaction was carried out to obtain the titled compound. Procedure: 8-Methoxy-4-(2-methylphenylamino)-2-chloroquinazoline (1.8 g, 0.006 mol) was dissolved in ethanolic ammonia and heated in a sealed vessel at 120° for 3 hours. After cooling, removal of excess solvent and chromatography (silica gel, 2% methanolic ammonia in chloroform) the 2 amino-4-(2-methylphenylamino)-8-methoxyquinazoline was isolated as crystals (0.52 g, 31%) from ethanol, m.p. 218°-220°. Yields the product NC1=NC2=C(C=CC=C2C(=N1)NC1=C(C=CC=C1)C)OC (2-amino-4-(2-methylphenylamino)-8-methoxyquinazoline). Reaction SMILES: [CH3:1][O:2][C:3]1[CH:4]=[CH:5][CH:6]=[C:7]2[C:12]=1[N:11]=[C:10](Cl)[N:9]=[C:8]2[NH:14][C:15]1[CH:20]=[CH:19][CH:18]=[CH:17][C:16]=1[CH3:21].[NH3:22]>>[NH2:22][C:10]1[N:9]=[C:8]([NH:14][C:15]2[CH:20]=[CH:19][CH:18]=[CH:17][C:16]=2[CH3:21])[C:7]2[C:12](=[C:3]([O:2][CH3:1])[CH:4]=[CH:5][CH:6]=2)[N:11]=1. Reactants: COC=1C=CC=C2C(=NC(=NC12)Cl)NC1=C(C=CC=C1)C (8-Methoxy-4-(2-methylphenylamino)-2-chloroquinazoline), N (ammonia). Isolated yield 31.0%.